Dataset: the Open Reaction Database (ORD), a public repository of structured organic reaction records. Task: describe an organic reaction: reactants, conditions, products, and yield Starting materials: O=C([O-])[O-], CC(C)CCI, CN(C)C=O, [K+], [K+], O, O=Cc1ccc(O)cc1. The product is CC(C)CCOc1ccc(C=O)cc1. RXN SMILES: [C:16](=[O:17])([O-:18])[O-:19].[CH2:10]([CH2:11][CH:12]([CH3:13])[CH3:14])[I:15].[CH3:23][N:24]([CH3:25])[CH:26]=[O:27].[K+:20].[K+:21].[OH2:22].[OH:1][c:2]1[cH:3][cH:4][c:5]([CH:6]=[O:7])[cH:8][cH:9]1>>[O:1]([c:2]1[cH:3][cH:4][c:5]([CH:6]=[O:7])[cH:8][cH:9]1)[CH2:10][CH2:11][CH:12]([CH3:13])[CH3:14]. The reactants are CN1C(=NC=C1)/C=C/C1=NN(C2=CC(=CC=C12)\C=C/1\C(NC2=CC=CC=C12)=O)COCC[Si](C)(C)C ((E)-3-((3-((E)-2-(1-methyl-1H-imidazol-2-yl)vinyl)1-((2-(trimethylsilyl)ethoxy)methyl)-1H-indazol-6-yl)methylene)indolin-2-one), Cl (HCl). The solvent is CC#N (MeCN), CCOCC (Et2O), CCO (EtOH). Conditions: temperature 77.5 celsius, time 8 hour. Yields the product Cl.CN1C(=NC=C1)/C=C/C1=NNC2=CC(=CC=C12)C=C1C(NC2=CC=CC=C12)=O (3-((3-((E)-2-(1-methyl-1H-imidazol-2-yl)vinyl)-1H-indazol-6-yl)methylene)-indolin-2-one hydrochloride). Reaction SMILES: [CH3:1][N:2]1[CH:6]=[CH:5][N:4]=[C:3]1/[CH:7]=[CH:8]/[C:9]1[C:17]2[C:12](=[CH:13][C:14](/[CH:18]=[C:19]3/[C:20](=[O:28])[NH:21][C:22]4[C:27]/3=[CH:26][CH:25]=[CH:24][CH:23]=4)=[CH:15][CH:16]=2)[N:11](COCC[Si](C)(C)C)[N:10]=1.[ClH:37]>CCO.CC#N.CCOCC>[ClH:37].[CH3:1][N:2]1[CH:6]=[CH:5][N:4]=[C:3]1/[CH:7]=[CH:8]/[C:9]1[C:17]2[C:12](=[CH:13][C:14]([CH:18]=[C:19]3[C:27]4[C:22](=[CH:23][CH:24]=[CH:25][CH:26]=4)[NH:21][C:20]3=[O:28])=[CH:15][CH:16]=2)[NH:11][N:10]=1 |f:5.6|. Procedure: A sealed, degassed mixture of (E)-3-((3-((E)-2-(1-methyl-1H-imidazol-2-yl)vinyl)1-((2-(trimethylsilyl)ethoxy)methyl)-1H-indazol-6-yl)methylene)indolin-2-one (35.4 mg, 0.071 mmol) in EtOH (4 mL) and aq HCl (4 M, 1 mL) was heated at 75-80° C. under Ar for 1 d. The reaction mixture was cooled to rt, diluted with MeCN (10 mL) and Et2O (5 mL) and stored at −20° C. overnight. The precipitate was collected by filtration, washed with MeCN to provide the title compound as a 1.5:1.0 (E:Z) mixture of isome... Starting materials: C1COCCO1, CC(C)c1cccc(C(C)C)c1-n1cc[n+](-c2c(C(C)C)cccc2C(C)C)c1, [Cl-], Cc1ccc(NC(=O)c2cccc(C(F)(F)F)c2)cc1-c1cc2cnc(Cl)cc2n(C)c1=O, NCc1ccccc1. Product: Cc1ccc(NC(=O)c2cccc(C(F)(F)F)c2)cc1-c1cc2cnc(NCc3ccccc3)cc2n(C)c1=O. As a reaction SMILES: [CH2:72]1[O:73][CH2:74][CH2:75][O:76][CH2:77]1.[CH:43]([c:44]1[cH:45][cH:46][cH:47][c:48]([CH:49]([CH3:50])[CH3:51])[c:52]1-[n+:53]1[cH:54][cH:55][n:56](-[c:57]2[c:58]([CH:59]([CH3:60])[CH3:61])[cH:62][cH:63][cH:64][c:65]2[CH:66]([CH3:67])[CH3:68])[cH:69]1)([CH3:70])[CH3:71].[Cl-:42].[Cl:1][c:2]1[n:3][cH:4][c:5]2[cH:6][c:7](-[c:14]3[cH:15][c:16]([NH:21][C:22]([c:23]4[cH:24][c:25]([C:29]([F:30])([F:31])[F:32])[cH:26][cH:27][cH:28]4)=[O:33])[cH:17][cH:18][c:19]3[CH3:20])[c:8](=[O:13])[n:9]([CH3:12])[c:10]2[cH:11]1.[NH2:34][CH2:35][c:36]1[cH:37][cH:38][cH:39][cH:40][cH:41]1>>[c:2]1([NH:34][CH2:35][c:36]2[cH:37][cH:38][cH:39][cH:40][cH:41]2)[n:3][cH:4][c:5]2[cH:6][c:7](-[c:14]3[cH:15][c:16]([NH:21][C:22]([c:23]4[cH:24][c:25]([C:29]([F:30])([F:31])[F:32])[cH:26][cH:27][cH:28]4)=[O:33])[cH:17][cH:18][c:19]3[CH3:20])[c:8](=[O:13])[n:9]([CH3:12])[c:10]2[cH:11]1. The reactants are CS(=O)(=O)Cl, CC(C)OCCO, CCN(C(C)C)C(C)C, ClCCl. The product is CC(C)OCCOS(C)(=O)=O. As a reaction SMILES: [CH3:17][S:18]([Cl:19])(=[O:20])=[O:21].[CH:1]([CH3:2])([CH3:3])[O:4][CH2:5][CH2:6][OH:7].[CH:8]([N:9]([CH2:10][CH3:11])[CH:12]([CH3:13])[CH3:14])([CH3:15])[CH3:16].[Cl:22][CH2:23][Cl:24]>>[CH:1]([CH3:2])([CH3:3])[O:4][CH2:5][CH2:6][O:7][S:18]([CH3:17])(=[O:20])=[O:21]. The reactants are FC=1C=C(C=CC1O)C1CCC(CC1)=O (4-(3-fluoro-4-hydroxyphenyl)cyclohexanone), [BH4-].[Na+] (NaBH4), O (water), Cl (HCl). Solvent: C1CCOC1 (THF), C1CCOC1 (THF). Reaction conditions: temperature 0 celsius. The product is FC1=C(C=CC(=C1)[C@@H]1CC[C@H](CC1)O)O (2-fluoro-4-(trans-4-hydroxycyclohexyl)phenol). RXN SMILES: [BH4-].[Na+].[F:3][C:4]1[CH:5]=[C:6]([CH:11]2[CH2:16][CH2:15][C:14](=[O:17])[CH2:13][CH2:12]2)[CH:7]=[CH:8][C:9]=1[OH:10].Cl.O>C1COCC1>[F:3][C:4]1[CH:5]=[C:6]([C@H:11]2[CH2:12][CH2:13][C@H:14]([OH:17])[CH2:15][CH2:16]2)[CH:7]=[CH:8][C:9]=1[OH:10] |f:0.1|. Reported procedure: 0.76 g (20 mmols) NaBH4 was suspended in 30 ml THF under nitrogen and cooled to 0° C. A solution of 4.16 g 4-(3-fluoro-4-hydroxyphenyl)cyclohexanone in 50 ml THF was added dropwise at the same temperature over a period of 15 minutes, and the resulting mixture was stirred at 0° C. until no more of the starting material was present. 10 ml 25% HCl was then added dropwise at a temperature of between 0-10° C., and stirred for a further 30 minutes. The reaction mixture was then poured into 100 ml of w... The reactants are 43, C(N)(=O)C(C1=C(C=CC=C1)Cl)NC=1C(=CC(=C(C(=O)OC)C1)Cl)Cl (methyl 5-(α-carbamoyl-o-chlorobenzylamino)-2,4-dichlorobenzoate), Cl (hydrochloric acid), C(C)(=O)O (acetic acid). Product: 34.1, C(=O)(O)C=1C(=CC(=C(C1)NC(C(=O)O)C1=C(C=CC=C1)Cl)Cl)Cl (N-(5-carboxy-2,4-dichlorophenyl)-2-(o-chlorophenyl)glycine). As a reaction SMILES: [C:1]([CH:4]([NH:12][C:13]1[C:14]([Cl:24])=[CH:15][C:16]([Cl:23])=[C:17]([CH:22]=1)[C:18]([O:20]C)=[O:19])[C:5]1[CH:10]=[CH:9][CH:8]=[CH:7][C:6]=1[Cl:11])(=[O:3])N.Cl.C(O)(=[O:28])C>>[C:18]([C:17]1[C:16]([Cl:23])=[CH:15][C:14]([Cl:24])=[C:13]([NH:12][CH:4]([C:5]2[CH:10]=[CH:9][CH:8]=[CH:7][C:6]=2[Cl:11])[C:1]([OH:28])=[O:3])[CH:22]=1)([OH:20])=[O:19]. Procedure details: A mixture of 43 parts of methyl 5-(α-carbamoyl-o-chlorobenzylamino)-2,4-dichlorobenzoate, 400 parts of a hydrochloric acid solution and 200 parts of glacial acetic acid is stirred and refluxed for 70 hours. The reaction mixture is cooled and the precipitated product is filtered off. It is washed on the filter with fresh water and then dissolved in ether. The ethereal solution is shaken with water and with alkaline water. The aqueous phase is separated, acidified with a hydrochloric acid solution...